This data is from the Open Reaction Database (ORD), a public repository of structured organic reaction records. The task is: describe an organic reaction: reactants, conditions, products, and yield The product is Cl.C(C)N(C(=O)N(CCCN1CCOCC1)C)CC (N,N-Diethyl-N'-methyl-N'-3-morpholinopropyl-urea hydrochloride). Starting materials: C(C)N(C(=O)NC)CC (N,N-diethyl-N'methyl urea), NaNH2, ClCCCN1CCOCC1 (N-(3-chloropropyl)morpholine). Reported procedure: 13 g (0.1 mole) of N,N-diethyl-N'methyl urea are dissolved in 100 cc. of anhydrous dioxane. 3.9 g (0.1 mole) of NaNH2 are added thereto and the reaction mixture is heated one hour at reflux. After cooling, 16.4 g (0.1 mole) of N-(3-chloropropyl)morpholine dissolved in 50 cc. of anhydrous dioxane are added thereto dropwise and the reaction mixture is refluxed for 6 hours. After cooling, the precipitated NaCl is filtered off with suction, the filtrate is evaporated and the remaining residue is sub... Reaction SMILES: [CH2:1]([N:3]([CH2:8][CH3:9])[C:4]([NH:6][CH3:7])=[O:5])[CH3:2].[Cl:10][CH2:11][CH2:12][CH2:13][N:14]1[CH2:19][CH2:18][O:17][CH2:16][CH2:15]1>O1CCOCC1>[ClH:10].[CH2:1]([N:3]([CH2:8][CH3:9])[C:4]([N:6]([CH3:7])[CH2:11][CH2:12][CH2:13][N:14]1[CH2:19][CH2:18][O:17][CH2:16][CH2:15]1)=[O:5])[CH3:2] |f:3.4|. Run in O1CCOCC1 (dioxane), O1CCOCC1 (dioxane). The reactants are CC(=O)C1=C(CCCC1(C)C)C (2,6,6-trimethyl-cyclohex-1-enyl methyl ketone), C1(\C=C/C(=O)O1)=O (maleic anhydride), [H][H] (hydrogen). The product is CC(=O)C12C(CCCC1(C)C)(O2)C (2,6,6-Trimethyl-1,2-epoxy-cyclohexyl methyl ketone). Yield: 95.0%. RXN SMILES: [CH3:1][C:2]([C:4]1[C:9]([CH3:11])([CH3:10])[CH2:8][CH2:7][CH2:6][C:5]=1[CH3:12])=[O:3].C1(=O)OC(=[O:17])C=C1.[H][H]>>[CH3:1][C:2]([C:4]12[O:17][C:5]1([CH3:12])[CH2:6][CH2:7][CH2:8][C:9]2([CH3:11])[CH3:10])=[O:3]. Procedure details: 8.3 g (0.05 M) of 2,6,6-trimethyl-cyclohex-1-enyl methyl ketone have been treated with maleic anhydride and hydrogen peroxyde according to Example 1, to give, after extraction and purification as described above, 8.5 g (yield 95%) of the desired product, b.p. 85°/6 Torr: